This data is from the Open Reaction Database (ORD), a public repository of structured organic reaction records. The task is: describe an organic reaction: reactants, conditions, products, and yield Reactants: C(CC(=O)C)(=O)OC (methyl acetoacetate), [H-].[Na+] (NaH), FC1=C(C#N)C=C(C=C1)OC (2-fluoro-5-methoxybenzonitrile), C(CCC)[Li] (n-butyllithium). Solvent: C1CCOC1 (THF). Conditions: temperature 0 celsius, time 10 minute. The product is NC(=CC(CC(=O)OC)=O)C1=C(C=CC(=C1)OC)F (methyl 5-amino-3-oxo-5-(2-fluoro-5-methoxyphenyl)-pent-4-enoate). RXN SMILES: [C:1]([O:7][CH3:8])(=[O:6])[CH2:2][C:3]([CH3:5])=[O:4].[H-].[Na+].C([Li])CCC.[F:16][C:17]1[CH:24]=[CH:23][C:22]([O:25][CH3:26])=[CH:21][C:18]=1[C:19]#[N:20]>C1COCC1>[NH2:20][C:19]([C:18]1[CH:21]=[C:22]([O:25][CH3:26])[CH:23]=[CH:24][C:17]=1[F:16])=[CH:5][C:3](=[O:4])[CH2:2][C:1]([O:7][CH3:8])=[O:6] |f:1.2|. Reported procedure: Following the procedure of Huckin and Wilson (Can. J. Chem. 1974, p 1346), 850 mg of methyl acetoacetate (7.32 mmol, 1 eq.) were added slowly to a cooled (0° C.) and stirring suspension of NaH (60% dispersion in mineral oil, 1 eq.) in dry THF. When evolution of H2 had ceased (10 min.), 1.05 equivalents of n-butyllithium (2.5M in hexanes) were slowly added, producing an orange solution. After an additional 10 minutes at 0° C., 1 equivalent of 2-fluoro-5-methoxybenzonitrile (1.11 grams, 7.32 mmol)...